From a dataset of the Open Reaction Database (ORD), a public repository of structured organic reaction records. describe an organic reaction: reactants, conditions, products, and yield The reactants are CC1=CC=C(C=C1)CCOC1=CC=C(C=C1)[N+](=O)[O-] (4-[2-(4-methylphenyl)ethoxy]nitrobenzene), Cl (hydrochloric acid), [OH-].[Na+] (sodium hydroxide). The reagents and catalysts are [Fe] (iron). Solvent: C(C)O (ethanol), C(C)O (ethanol). Reaction conditions: time 15 minute. Yields the product CC1=CC=C(C=C1)CCOC1=CC=C(N)C=C1 (4-[2-(4-Methylphenyl)ethoxy]aniline). Isolated yield 90.2%. As a reaction SMILES: [CH3:1][C:2]1[CH:7]=[CH:6][C:5]([CH2:8][CH2:9][O:10][C:11]2[CH:16]=[CH:15][C:14]([N+:17]([O-])=O)=[CH:13][CH:12]=2)=[CH:4][CH:3]=1.Cl.[OH-].[Na+]>C(O)C.[Fe]>[CH3:1][C:2]1[CH:3]=[CH:4][C:5]([CH2:8][CH2:9][O:10][C:11]2[CH:12]=[CH:13][C:14]([NH2:17])=[CH:15][CH:16]=2)=[CH:6][CH:7]=1 |f:2.3|. Reported procedure: 4-[2-(4-Methylphenyl)ethoxy]nitrobenzene (VI) (5.14 g, 0.02 mole) and iron powder (6.7 g, 0.12 mole) were added to 50% aqueous ethanol (50 ml), and a solution of conc. hydrochloric acid (1 ml) in 50% aqueous ethanol (10 ml) was added dropwise thereto over 15 minutes with stirring under reflux. After heating under reflux for an additional 2 hours, the reaction mixture was cooled, neutralized with a dilute aqueous sodium hydroxide solution and extracted with ether. The ether layer was washed with ... The reactants are Cl (HCl), C(CCCCCCCCC)OCCCC1(OCCO1)C1=CC=C(C=C1)OC (2-[3-(decyloxy)propyl]-2-(4-methoxyphenyl)-1,3-dioxolane), CCOCC (ether). Run in C1CCOC1 (THF). Product: C(CCCCCCCCC)OCCCC(=O)C1=CC=C(C=C1)OC (4-(decyloxy)-1-(4-methoxyphenyl)-1-butanone). Reaction SMILES: Cl.[CH2:2]([O:12][CH2:13][CH2:14][CH2:15][C:16]1([C:21]2[CH:26]=[CH:25][C:24]([O:27][CH3:28])=[CH:23][CH:22]=2)OCC[O:17]1)[CH2:3][CH2:4][CH2:5][CH2:6][CH2:7][CH2:8][CH2:9][CH2:10][CH3:11].CCOCC>C1COCC1>[CH2:2]([O:12][CH2:13][CH2:14][CH2:15][C:16]([C:21]1[CH:26]=[CH:25][C:24]([O:27][CH3:28])=[CH:23][CH:22]=1)=[O:17])[CH2:3][CH2:4][CH2:5][CH2:6][CH2:7][CH2:8][CH2:9][CH2:10][CH3:11]. Reported procedure: 3 ml of HCl (1N) were added to a solution of 2.64 g (6.9 mmol) of 2-[3-(decyloxy)propyl]-2-(4-methoxyphenyl)-1,3-dioxolane obtained under b) in 50 ml of THF. The reaction mixture was heated at 40° for 2 h. After cooling down to room temperature, ether was added and the reaction mixture washed with a saturated solution of NaCl (3×). The organic phase was dried (Na2SO4) and concentrated to give 2.29 g (99%) of a slightly red oil that solidifies at 4°. Starting materials: NC(=O)C1C2C=CC(C2)C1Nc1nc(Cl)ncc1Cl, COc1cc2c(cc1N)CCN(CC(C)(F)F)CC2. Yields the product COc1cc2c(cc1Nc1ncc(Cl)c(NC3C4C=CC(C4)C3C(N)=O)n1)CCN(CC(C)(F)F)CC2. RXN SMILES: [Cl:20][c:21]1[n:22][cH:23][c:24]([Cl:38])[c:25]([NH:27][CH:28]2[CH:29]([C:35](=[O:36])[NH2:37])[CH:30]3[CH:31]=[CH:32][CH:33]2[CH2:34]3)[n:26]1.[F:1][C:2]([CH2:3][N:4]1[CH2:5][CH2:6][c:7]2[c:8]([cH:11][c:12]([NH2:17])[c:13]([O:15][CH3:16])[cH:14]2)[CH2:9][CH2:10]1)([CH3:18])[F:19]>>[F:1][C:2]([CH2:3][N:4]1[CH2:5][CH2:6][c:7]2[c:8]([cH:11][c:12]([NH:17][c:21]3[n:22][cH:23][c:24]([Cl:38])[c:25]([NH:27][CH:28]4[CH:29]([C:35](=[O:36])[NH2:37])[CH:30]5[CH:31]=[CH:32][CH:33]4[CH2:34]5)[n:26]3)[c:13]([O:15][CH3:16])[cH:14]2)[CH2:9][CH2:10]1)([CH3:18])[F:19]. The reactants are Cc1cccc(NC(=O)NCC(=O)O)c1, CC#N, COC(=O)C1CC(C(=O)OC(C)(C)C)NC1C1CCCCC1, C(=NC1CCCCC1)=NC1CCCCC1. Yields the product COC(=O)C1CC(C(=O)OC(C)(C)C)N(C(=O)CNC(=O)Nc2cccc(C)c2)C1C1CCCCC1. Reaction SMILES: [CH3:23][c:24]1[cH:25][c:26]([NH:30][C:31]([NH:32][CH2:33][C:34](=[O:35])[OH:36])=[O:37])[cH:27][cH:28][cH:29]1.[CH3:53][C:54]#[N:55].[CH:1]1([CH:7]2[CH:8]([C:19](=[O:20])[O:21][CH3:22])[CH2:9][CH:10]([C:12](=[O:13])[O:14][C:15]([CH3:16])([CH3:17])[CH3:18])[NH:11]2)[CH2:2][CH2:3][CH2:4][CH2:5][CH2:6]1.[CH:38]1([N:39]=[C:40]=[N:41][CH:42]2[CH2:43][CH2:44][CH2:45][CH2:46][CH2:47]2)[CH2:48][CH2:49][CH2:50][CH2:51][CH2:52]1>>[CH:1]1([CH:7]2[CH:8]([C:19](=[O:20])[O:21][CH3:22])[CH2:9][CH:10]([C:12](=[O:13])[O:14][C:15]([CH3:16])([CH3:17])[CH3:18])[N:11]2[C:34]([CH2:33][NH:32][C:31]([NH:30][c:26]2[cH:25][c:24]([CH3:23])[cH:29][cH:28][cH:27]2)=[O:37])=[O:35])[CH2:2][CH2:3][CH2:4][CH2:5][CH2:6]1. Solvent: C(Cl)Cl (CH2Cl2). The product is FC(C=1C=C(C=C(C1)C(F)(F)F)[C@@H]1[C@@H](N(C(O1)=O)CC1=NC=CN=C1O)C)(F)F ((4S,5R)-5-[3,5-Bis(trifluoromethyl)phenyl]-3-[(3-hydroxypyrazin-2-yl)methyl]-4-methyl-1,3-oxazolidin-2-one). Reaction conditions: temperature -78 celsius, time 1 hour. As a reaction SMILES: [F:1][C:2]([F:30])([F:29])[C:3]1[CH:4]=[C:5]([C@H:13]2[O:17][C:16](=[O:18])[N:15]([CH2:19][C:20]3[C:25]([O:26]C)=[N:24][CH:23]=[CH:22][N:21]=3)[C@H:14]2[CH3:28])[CH:6]=[C:7]([C:9]([F:12])([F:11])[F:10])[CH:8]=1.B(Br)(Br)Br>C(Cl)Cl>[F:12][C:9]([F:10])([F:11])[C:7]1[CH:6]=[C:5]([C@H:13]2[O:17][C:16](=[O:18])[N:15]([CH2:19][C:20]3[C:25]([OH:26])=[N:24][CH:23]=[CH:22][N:21]=3)[C@H:14]2[CH3:28])[CH:4]=[C:3]([C:2]([F:29])([F:1])[F:30])[CH:8]=1. The reactants are B(Br)(Br)Br (BBr3), FC(C=1C=C(C=C(C1)C(F)(F)F)[C@@H]1[C@@H](N(C(O1)=O)CC1=NC=CN=C1OC)C)(F)F ((4S,5R)-5-[3,5-bis(trifluoromethyl)phenyl]-3-[(3-methoxypyrazin-2-yl)methyl]-4-methyl-1,3-oxazolidin-2-one), crude mixture. Procedure details: To a cold (−78° C.) mixture of (4S,5R)-5-[3,5-bis(trifluoromethyl)phenyl]-3-[(3-methoxypyrazin-2-yl)methyl]-4-methyl-1,3-oxazolidin-2-one (1000 mg, 2.297 mmol) in CH2Cl2 (3 mL) was added BBr3 (11.49 mL, 11.49 mmol) dropwise through an addition funnel. The resulting mixture was stirred cold (−78° C.) for 1 h then allowed to warmed to room temperature overnight. The reaction was not completed after overnight stirring. The reaction mixture was stirred at room temperature for 4 more days and LCMS of... Reactants: NCP(OCCCC)(OCCCC)=O (dibutyl aminomethylphosphonate), C(C1=CC=CC=C1)=O (benzaldehyde), S(=O)(=O)([O-])[O-].[Mg+2] (magnesium sulfate). Run in C1=CC=CC=C1 (benzene). The product is C(C1=CC=CC=C1)=NCP(OCCCC)(OCCCC)=O (dibutyl N-benzylideneaminomethylphosphonate). As a reaction SMILES: [NH2:1][CH2:2][P:3](=[O:14])([O:9][CH2:10][CH2:11][CH2:12][CH3:13])[O:4][CH2:5][CH2:6][CH2:7][CH3:8].[CH:15](=O)[C:16]1[CH:21]=[CH:20][CH:19]=[CH:18][CH:17]=1.S([O-])([O-])(=O)=O.[Mg+2]>C1C=CC=CC=1>[CH:15](=[N:1][CH2:2][P:3](=[O:14])([O:4][CH2:5][CH2:6][CH2:7][CH3:8])[O:9][CH2:10][CH2:11][CH2:12][CH3:13])[C:16]1[CH:21]=[CH:20][CH:19]=[CH:18][CH:17]=1 |f:2.3|. Reported procedure: A mixture of dibutyl aminomethylphosphonate (69.7 g) and benzaldehyde (33.0 g) in benzene (600 ml) is stirred with magnesium sulfate (150 g) for 3 hours. The mixture is filtered and the salts washed with benzene. Concentration of the filtrate in vacuo leaves dibutyl N-benzylideneaminomethylphosphonate.